From a dataset of the Open Reaction Database (ORD), a public repository of structured organic reaction records. describe an organic reaction: reactants, conditions, products, and yield Starting materials: Cn1ccnc1C=O, CC#N, [Mg+2], Nc1cccc2c1COC2=O, O=S(=O)([O-])[O-]. Product: Cn1ccnc1C=Nc1cccc2c1COC2=O. RXN SMILES: [CH3:1][n:2]1[c:3]([CH:7]=[O:8])[n:4][cH:5][cH:6]1.[CH3:26][C:27]#[N:28].[Mg+2:20].[NH2:9][c:10]1[c:11]2[c:15]([cH:16][cH:17][cH:18]1)[C:14](=[O:19])[O:13][CH2:12]2.[O-:21][S:22](=[O:23])(=[O:24])[O-:25]>>[CH3:1][n:2]1[c:3]([CH:7]=[N:9][c:10]2[c:11]3[c:15]([cH:16][cH:17][cH:18]2)[C:14](=[O:19])[O:13][CH2:12]3)[n:4][cH:5][cH:6]1. Starting materials: CCCCCCNC(=O)C=CC(=O)O, CC(=O)[O-], CC(=O)OC(C)=O, [Na+]. Yields the product CCCCCCN1C(=O)C=CC1=O. Reaction SMILES: [CH2:1]([CH2:2][CH2:3][CH2:4][CH2:5][CH3:6])[NH:7][C:8]([CH:9]=[CH:10][C:11](=[O:12])[OH:13])=[O:14].[CH3:16][C:17](=[O:18])[O-:19].[CH3:20][C:21]([O:22][C:23](=[O:24])[CH3:25])=[O:26].[Na+:15]>>[CH2:1]([CH2:2][CH2:3][CH2:4][CH2:5][CH3:6])[N:7]1[C:8](=[O:14])[CH:9]=[CH:10][C:11]1=[O:13]. Starting materials: [OH-].[Na+] (NaOH), OC1=CC=2CC3=CC(=CC=C3OC2C=C1)O (2,7 -dihydroxyxanthene), C[O-].[Na+] (sodium methoxide), Cl.N1(CCCCC1)CCCl (2-piperidinoethyl chloride hydrochloride). Run in O (water), CO (methanol), ClC1=CC=CC=C1 (chlorobenzene), CO (methanol), C(Cl)(Cl)Cl (chloroform). Product: N1(CCCCC1)CCOC1=CC=2CC3=CC(=CC=C3OC2C=C1)OCCN1CCCCC1 (2,7-bis(2-piperidinoethoxy)xanthene). Reaction SMILES: O[C:2]1[CH:15]=[CH:14][C:13]2O[C:11]3[C:6](=[CH:7][C:8]([OH:16])=[CH:9][CH:10]=3)[CH2:5][C:4]=2[CH:3]=1.[CH3:17][O-:18].[Na+].Cl.[N:21]1([CH2:27][CH2:28]Cl)[CH2:26][CH2:25][CH2:24][CH2:23][CH2:22]1.[OH-:30].[Na+]>ClC1C=CC=CC=1.C(Cl)(Cl)Cl.O.CO>[N:21]1([CH2:27][CH2:17][O:18][C:2]2[CH:15]=[CH:14][C:13]3[O:30][C:11]4[C:6](=[CH:7][C:8]([O:16][CH2:28][CH2:27][N:21]5[CH2:26][CH2:25][CH2:24][CH2:23][CH2:22]5)=[CH:9][CH:10]=4)[CH2:5][C:4]=3[CH:3]=2)[CH2:26][CH2:25][CH2:24][CH2:23][CH2:22]1 |f:1.2,3.4,5.6|. Reported procedure: To 20 g (0.093 mole) of 2,7 -dihydroxyxanthene in 350 ml of chlorobenzene are added 16.5 g (0.3 mole) of sodium methoxide and 60 ml of methanol. The reaction mixture is stirred and heated during which time the methanol is removed by distillation. The mixture is cooled and 34.7 g (0.26 mole) of 2-piperidinoethyl chloride hydrochloride is added. After refluxing with stirring for 4 hours the mixture is cooled and 100 ml of water plus 10 ml of 50% NaOH solution are added. The mixture is stirred for ... Run in CO (methanol), [OH-].[Na+] (NaOH). The product is C(C1=CC=CC=C1)OC1=C(C(=O)N2CC3=CC=C(C=C3C2)C(=O)O)C=C(C(=C1)OCC1=CC=CC=C1)C(C)C (2-(2,4-bis-benzyloxy-5-isopropyl-benzoyl)-2,3-dihydro-1H-isoindole-5-carboxylic acid). Procedure details: A solution of 2-(2,4-bis-benzyloxy-5-isopropyl-benzoyl)-2,3-dihydro-1H-isoindole-5-carboxylic acid methyl ester (390 mg) in methanol (10 ml) and 2M NaOH (10 ml) was heated at 50° C. for 48 hours then evaporated. The residue was acidified with 2M HCl, the solid collected by filtration, washed with water and sucked dry to give 255 mg of 2-(2,4-bis-benzyloxy-5-isopropyl-benzoyl)-2,3-dihydro-1H-isoindole-5-carboxylic acid as a white solid. [M+H]+ 520. The yield is 67.1%. Reactants: COC(=O)C=1C=C2CN(CC2=CC1)C(C1=C(C=C(C(=C1)C(C)C)OCC1=CC=CC=C1)OCC1=CC=CC=C1)=O (2-(2,4-bis-benzyloxy-5-isopropyl-benzoyl)-2,3-dihydro-1H-isoindole-5-carboxylic acid methyl ester). Reaction SMILES: C[O:2][C:3]([C:5]1[CH:6]=[C:7]2[C:11](=[CH:12][CH:13]=1)[CH2:10][N:9]([C:14](=[O:40])[C:15]1[CH:20]=[C:19]([CH:21]([CH3:23])[CH3:22])[C:18]([O:24][CH2:25][C:26]3[CH:31]=[CH:30][CH:29]=[CH:28][CH:27]=3)=[CH:17][C:16]=1[O:32][CH2:33][C:34]1[CH:39]=[CH:38][CH:37]=[CH:36][CH:35]=1)[CH2:8]2)=[O:4]>CO.[OH-].[Na+]>[CH2:33]([O:32][C:16]1[CH:17]=[C:18]([O:24][CH2:25][C:26]2[CH:31]=[CH:30][CH:29]=[CH:28][CH:27]=2)[C:19]([CH:21]([CH3:23])[CH3:22])=[CH:20][C:15]=1[C:14]([N:9]1[CH2:8][C:7]2[C:11](=[CH:12][CH:13]=[C:5]([C:3]([OH:4])=[O:2])[CH:6]=2)[CH2:10]1)=[O:40])[C:34]1[CH:35]=[CH:36][CH:37]=[CH:38][CH:39]=1 |f:2.3|. Starting materials: Nc1nc(NCC2CCCCC2)nc2c1ncn2CC1CCOCC1, ClC(Cl)Cl, ClCCl, O=C1CCC(=O)N1Br. Yields the product Nc1nc(NCC2CCCCC2)nc2c1nc(Br)n2CC1CCOCC1. As a reaction SMILES: [CH:1]1([CH2:7][NH:8][c:9]2[n:10][c:11]([NH2:25])[c:12]3[n:13][cH:14][n:15]([CH2:18][CH:19]4[CH2:20][CH2:21][O:22][CH2:23][CH2:24]4)[c:16]3[n:17]2)[CH2:2][CH2:3][CH2:4][CH2:5][CH2:6]1.[CH:34]([Cl:35])([Cl:36])[Cl:37].[Cl:38][CH2:39][Cl:40].[O:26]=[C:27]1[N:28]([Br:33])[C:29](=[O:30])[CH2:31][CH2:32]1>>[CH:1]1([CH2:7][NH:8][c:9]2[n:10][c:11]([NH2:25])[c:12]3[n:13][c:14]([Br:33])[n:15]([CH2:18][CH:19]4[CH2:20][CH2:21][O:22][CH2:23][CH2:24]4)[c:16]3[n:17]2)[CH2:2][CH2:3][CH2:4][CH2:5][CH2:6]1. Starting materials: Brc1ncc(Br)n2ncnc12, CCN(C(C)C)C(C)C, CN1CCN(c2ccc(N)cc2)CC1, CC(C)O. Product: CN1CCN(c2ccc(Nc3ncc(Br)n4ncnc34)cc2)CC1. As a reaction SMILES: [Br:1][c:2]1[cH:3][n:4][c:5]([Br:11])[c:6]2[n:7]1[n:8][cH:9][n:10]2.[CH2:26]([N:27]([CH:28]([CH3:29])[CH3:30])[CH:31]([CH3:32])[CH3:33])[CH3:34].[CH3:12][N:13]1[CH2:14][CH2:15][N:16]([c:19]2[cH:20][cH:21][c:22]([NH2:25])[cH:23][cH:24]2)[CH2:17][CH2:18]1.[CH3:35][CH:36]([OH:37])[CH3:38]>>[Br:1][c:2]1[cH:3][n:4][c:5]([NH:25][c:22]2[cH:21][cH:20][c:19]([N:16]3[CH2:15][CH2:14][N:13]([CH3:12])[CH2:18][CH2:17]3)[cH:24][cH:23]2)[c:6]2[n:7]1[n:8][cH:9][n:10]2. Reactants: C(C)N1N=CC2=C1NC(C=C2C(F)(F)F)=O (1-ethyl-1,7-dihydro-4-(trifluoromethyl)-6H-pyrazolo[3,4-b]pyridin-6-one), [H][H] (hydrogen). Reagents/catalysts: [Rh] (rhodium). Run in C(C)O (ethanol). Product: C(C)N1N=CC2=C1NC(CC2C(F)(F)F)=O (1-Ethyl-1,4,5,7-tetrahydro-4-(trifluoromethyl)-6H-pyrazolo[3,4-b]pyridin-6-one). As a reaction SMILES: [CH2:1]([N:3]1[C:7]2[NH:8][C:9](=[O:16])[CH:10]=[C:11]([C:12]([F:15])([F:14])[F:13])[C:6]=2[CH:5]=[N:4]1)[CH3:2].[H][H]>[Rh].C(O)C>[CH2:1]([N:3]1[C:7]2[NH:8][C:9](=[O:16])[CH2:10][CH:11]([C:12]([F:13])([F:15])[F:14])[C:6]=2[CH:5]=[N:4]1)[CH3:2]. Procedure: 16.2 G. of 1-ethyl-1,7-dihydro-4-(trifluoromethyl)-6H-pyrazolo[3,4-b]pyridin-6-one, dissolved in 250 ml. of absolute ethanol, are catalytically hydrogenated by means of rhodium on charcoal catalyst (5%) at a temperature of 90°-100°. The reaction is performed in an autoclave at a hydrogen pressure of 10 atm. for 14 hours. After cooling, the catalyst is filtered off and the solution evaporated to dryness. The residual 1-ethyl-1,4,5,7-tetrahydro-4-(trifluoromethyl)-6H-pyrazolo[3,4-b]pyridin-6-one i... Starting materials: O=C[C@H](O)[C@@H](O)[C@H](O)[C@H](O)CO (glucose), O=C[C@H](O)[C@@H](O)[C@H](O)[C@H](O)CO (glucose), S(=O)(=O)([O-])[O-].[NH4+].[NH4+] (ammonium sulphate), P(=O)(O)(O)[O-].[K+] (potassium dihydrogen phosphate), P(=O)(O)([O-])[O-].[K+].[K+] (dipotassium hydrogen phosphate), C([O-])([O-])=O.[Ca+2] (calcium carbonate), S(=O)(=O)([O-])[O-].[Mg+2] (magnesium sulphate), N[C@@H](CC(C)C)C(=O)O (L-leucine). The reagents and catalysts are S(=O)(=O)([O-])[O-].[Fe+2] (iron sulphate), S(=O)(=O)([O-])[O-].[Mn+2] (manganese sulphate), S(=O)(=O)([O-])[O-].[Zn+2] (zinc sulphate), S(=O)(=O)([O-])[O-].[Cu+2] (copper sulphate). The solvent is three. Run at temperature 33 celsius, time 16 hour. The product is N[C@@H]([C@@H](C)CC)C(=O)O (Isoleucine). Reaction SMILES: O=[CH:2][C@@H]([C@H]([C@@H]([C@@H](CO)O)O)O)O.S([O-])([O-])(=O)=O.[NH4+].[NH4+].P([O-])(O)(O)=O.[K+].P([O-])([O-])(O)=O.[K+].[K+].C(=O)([O-])[O-].[Ca+2].S([O-])([O-])(=O)=O.[Mg+2].[NH2:44][C@H:45]([C:50]([OH:52])=[O:51])[CH2:46][CH:47]([CH3:49])C>S([O-])([O-])(=O)=O.[Fe+2].S([O-])([O-])(=O)=O.[Mn+2].S([O-])([O-])(=O)=O.[Zn+2].S([O-])([O-])(=O)=O.[Cu+2]>[NH2:44][C@H:45]([C:50]([OH:52])=[O:51])[C@H:46]([CH2:47][CH3:49])[CH3:2] |f:1.2.3,4.5,6.7.8,9.10,11.12,14.15,16.17,18.19,20.21|. Procedure: In each case, 10 ml of Caso broth containing 0.5% glucose were inoculated with 100 μl of a bacterial culture from example 10 (ATCC 14310 derivatives) in a conical flask with baffles (volume: 100 ml) and shaken at 200 rpm by way of a preculture at 33° C. for 16 h (amplitude: 5 cm). From the preculture, 10 ml of main culture in each of three 100 ml conical flasks with baffles were inoculated with an inoculation volume of 1%. A medium containing 40 g of glucose, 20 g of ammonium sulphate, 0.5 g of ... Starting materials: CC(C)(C)[Si](O[C@@H]1[C@H](N(CC1)C(=O)OC(C)(C)C)C(=O)OCC)(C)C (1-(1,1-dimethylethyl) 2-ethyl(2S,3S)-3-{[(1,1-dimethylethyl)(dimethyl)silyl]oxy}-1,2-pyrrolidinedicarboxylate), OC[C@H]1N(CC[C@@H]1C)C(=O)OC(C)(C)C (1,1-dimethylethyl(2S,3S)-2-(hydroxymethyl)-3-methyl-1-pyrrolidinecarboxylate). Product: CC(C)(C)[Si](O[C@@H]1[C@H](N(CC1)C(=O)OC(C)(C)C)CO)(C)C (1,1-Dimethylethyl(2R,3S)-3-{[(1,1-dimethylethyl)(dimethyl)silyl]oxy}-2-(hydroxymethyl)-1-pyrrolidinecarboxylate). RXN SMILES: [CH3:1][C:2]([Si:5]([CH3:25])([CH3:24])[O:6][C@H:7]1[CH2:11][CH2:10][N:9]([C:12]([O:14][C:15]([CH3:18])([CH3:17])[CH3:16])=[O:13])[C@@H:8]1[C:19](OCC)=[O:20])([CH3:4])[CH3:3].OC[C@@H]1[C@@H](C)CCN1C(OC(C)(C)C)=O>>[CH3:4][C:2]([Si:5]([CH3:25])([CH3:24])[O:6][C@H:7]1[CH2:11][CH2:10][N:9]([C:12]([O:14][C:15]([CH3:17])([CH3:16])[CH3:18])=[O:13])[C@@H:8]1[CH2:19][OH:20])([CH3:1])[CH3:3]. Procedure: The title compound was prepared from 1-(1,1-dimethylethyl) 2-ethyl(2S,3S)-3-{[(1,1-dimethylethyl)(dimethyl)silyl]oxy}-1,2-pyrrolidinedicarboxylate using the methods used for preparation of 1,1-dimethylethyl(2S,3S)-2-(hydroxymethyl)-3-methyl-1-pyrrolidinecarboxylate. 1H NMR (400 MHz, DMSO-D6) δ ppm −0.0 (m, 6H), 0.8 (m, 9H), 1.0 (m, 1H), 1.4 (m, 9H), 1.6 (m, 1H), 3.1 (m, 1H), 3.2 (m, 2H), 3.5 (m, 2H), 4.3 (m, 1H), 4.8 (m, 1H). Starting materials: CC(C)(C)CC(=O)c1ccc(CNC(=O)OC(C)(C)C)c(Cl)c1, ClCCl, Cl, [Na+], O=C([O-])O, C1COCCO1. Product: CC(C)(C)CC(=O)c1ccc(CN)c(Cl)c1. As a reaction SMILES: [C:8]([O:9][C:10](=[O:11])[NH:15][CH2:16][c:17]1[c:18]([Cl:30])[cH:19][c:20]([C:23]([CH2:24][C:25]([CH3:26])([CH3:27])[CH3:28])=[O:29])[cH:21][cH:22]1)([CH3:12])([CH3:13])[CH3:14].[Cl:36][CH2:37][Cl:38].[ClH:1].[Na+:35].[O-:31][C:32]([OH:33])=[O:34].[O:2]1[CH2:3][CH2:4][O:5][CH2:6][CH2:7]1>>[NH2:15][CH2:16][c:17]1[c:18]([Cl:30])[cH:19][c:20]([C:23]([CH2:24][C:25]([CH3:26])([CH3:27])[CH3:28])=[O:29])[cH:21][cH:22]1.